This data is from the Open Reaction Database (ORD), a public repository of structured organic reaction records. The task is: describe an organic reaction: reactants, conditions, products, and yield Starting materials: BrC1=CC=C2C(=N1)N(C=N2)CC2=CC1=C(N=C(S1)SC)C=C2 (6-((5-bromo-3H-imidazo[4,5-b]pyridin-3-yl)methyl)-2-(methylthio)benzo[d]thiazole), ClC1=CC(=CC=C1)C(=O)OO (meta-chloroperbenzoic acid), C(=O)(O)[O-].[Na+] (NaHCO3). Run in C(Cl)Cl (DCM). Conditions: time 45 minute. Yields the product BrC1=CC=C2C(=N1)N(C=N2)CC2=CC1=C(N=C(S1)S(=O)C)C=C2 (6-((5-bromo-3H-imidazo[4,5-b]pyridin-3-yl)methyl)-2-(methylsulfinyl)benzo[d]thiazole). Yield: 99.7%. As a reaction SMILES: [Br:1][C:2]1[N:7]=[C:6]2[N:8]([CH2:11][C:12]3[CH:22]=[CH:21][C:15]4[N:16]=[C:17]([S:19][CH3:20])[S:18][C:14]=4[CH:13]=3)[CH:9]=[N:10][C:5]2=[CH:4][CH:3]=1.ClC1C=CC=C(C(OO)=[O:31])C=1.C([O-])(O)=O.[Na+]>C(Cl)Cl>[Br:1][C:2]1[N:7]=[C:6]2[N:8]([CH2:11][C:12]3[CH:22]=[CH:21][C:15]4[N:16]=[C:17]([S:19]([CH3:20])=[O:31])[S:18][C:14]=4[CH:13]=3)[CH:9]=[N:10][C:5]2=[CH:4][CH:3]=1 |f:2.3|. Reported procedure: To a stirred solution of 6-((5-bromo-3H-imidazo[4,5-b]pyridin-3-yl)methyl)-2-(methylthio)benzo[d]thiazole (1.02 g, 2.61 mmol) from Step 3 of this Example in DCM (50 mL) at 0° C. was added 70% meta-chloroperbenzoic acid (707 mg, 2.87 mmol) and the mixture was allowed to warm to rt and stirred for a further 45 min. To the mixture was added saturated aq NaHCO3 and the organic layer was separated. The aqueous layer was extracted with DCM and the combined organic layers were washed with saturated aq ... Reactants: ClC1=C(OCCN(C2CCN(CC2)C(=O)OC(C)(C)C)CC)C=CC(=C1)NC(COC1=C(C=C(C=C1)C(F)(F)F)Cl)=O (tert.butyl 4-[(2-{2-chloro-4-[2-(2-chloro-4-trifluoromethyl-phenoxy)-acetylamino]-phenoxy}-ethyl)-ethyl-amino]-piperidine-1-carboxylate), FC(C(=O)O)(F)F (trifluoroacetic acid). Solvent: ClCCl (dichloromethane). Conditions: time 2 hour. Product: ClC=1C=C(C=CC1OCCN(C1CCNCC1)CC)NC(COC1=C(C=C(C=C1)C(F)(F)F)Cl)=O (N-{3-chloro-4-[2-(ethyl-piperidin-4-yl-amino)-ethoxy]-phenyl}-2-(2-chloro-4-trifluoromethyl-phenoxy)-acetamide). RXN SMILES: [Cl:1][C:2]1[CH:26]=[C:25]([NH:27][C:28](=[O:42])[CH2:29][O:30][C:31]2[CH:36]=[CH:35][C:34]([C:37]([F:40])([F:39])[F:38])=[CH:33][C:32]=2[Cl:41])[CH:24]=[CH:23][C:3]=1[O:4][CH2:5][CH2:6][N:7]([CH2:21][CH3:22])[CH:8]1[CH2:13][CH2:12][N:11](C(OC(C)(C)C)=O)[CH2:10][CH2:9]1.FC(F)(F)C(O)=O>ClCCl>[Cl:1][C:2]1[CH:26]=[C:25]([NH:27][C:28](=[O:42])[CH2:29][O:30][C:31]2[CH:36]=[CH:35][C:34]([C:37]([F:38])([F:39])[F:40])=[CH:33][C:32]=2[Cl:41])[CH:24]=[CH:23][C:3]=1[O:4][CH2:5][CH2:6][N:7]([CH2:21][CH3:22])[CH:8]1[CH2:13][CH2:12][NH:11][CH2:10][CH2:9]1. Procedure: 0.180 g (0.284 mmol) of tert.butyl 4-[(2-{2-chloro-4-[2-(2-chloro-4-trifluoromethyl-phenoxy)-acetylamino]-phenoxy}-ethyl)-ethyl-amino]-piperidine-1-carboxylate (from Example 97) were dissolved in 5.0 mL dichloromethane. After the addition of 0.44 mL (5.680 mmol) of trifluoroacetic acid the mixture was stirred for 2 hours at RT. The reaction solution was evaporated down i. vac. and the residue combined with sat. aqueous sodium hydrogen carbonate solution. The aqueous phase was extracted with EtOA... The reactants are O=C([O-])O, CO, CC12CCC(=O)C=C1CCC1C2CCC2(C)C1CCC2(OC=O)C(=O)CCl, [K+], O. Product: CC12CCC(=O)C=C1CCC1C2CCC2(C)C1CCC2(O)C(=O)CCl. As a reaction SMILES: [C:28](=[O:29])([OH:30])[O-:31].[CH3:33][OH:34].[Cl:1][CH2:2][C:3]([C:4]1([O:24][CH:25]=[O:26])[CH2:5][CH2:6][CH:7]2[CH:8]3[CH2:9][CH2:10][C:11]4=[CH:12][C:13](=[O:23])[CH2:14][CH2:15][C:16]4([CH3:17])[CH:18]3[CH2:19][CH2:20][C:21]12[CH3:22])=[O:27].[K+:32].[OH2:35]>>[Cl:1][CH2:2][C:3]([C:4]1([OH:24])[CH2:5][CH2:6][CH:7]2[CH:8]3[CH2:9][CH2:10][C:11]4=[CH:12][C:13](=[O:23])[CH2:14][CH2:15][C:16]4([CH3:17])[CH:18]3[CH2:19][CH2:20][C:21]12[CH3:22])=[O:27]. Starting materials: O[C@@H]1CC[C@H](CC1)N1C([C@@]2(CC1)CN(CCC2)C(=O)OCC2=CC=CC=C2)=O (benzyl (5S)-2-(trans-4-hydroxycyclohexyl)-1-oxo-2,7-diazaspiro[4.5]decane-7-carboxylate), CN(C=O)C (N,N-dimethylformamide), N1C=NC=C1 (1H-imidazole), Cl[Si](CC)(CC)CC (chlorotriethylsilane), ice water. Reaction conditions: time 30 minute. The product is O=C1N(CC[C@@]12CN(CCC2)C(=O)OCC2=CC=CC=C2)[C@@H]2CC[C@H](CC2)O[Si](CC)(CC)CC (Benzyl (5S)-1-oxo-2-{trans-4-[(triethylsilyl)oxy]cyclohexyl}-2,7-diazaspiro[4.5]decane-7-carboxylate). Reaction SMILES: [OH:1][C@H:2]1[CH2:7][CH2:6][C@H:5]([N:8]2[CH2:12][CH2:11][C@:10]3([CH2:17][CH2:16][CH2:15][N:14]([C:18]([O:20][CH2:21][C:22]4[CH:27]=[CH:26][CH:25]=[CH:24][CH:23]=4)=[O:19])[CH2:13]3)[C:9]2=[O:28])[CH2:4][CH2:3]1.CN(C)C=O.N1C=CN=C1.Cl[Si:40]([CH2:45][CH3:46])([CH2:43][CH3:44])[CH2:41][CH3:42]>>[O:28]=[C:9]1[C@@:10]2([CH2:17][CH2:16][CH2:15][N:14]([C:18]([O:20][CH2:21][C:22]3[CH:23]=[CH:24][CH:25]=[CH:26][CH:27]=3)=[O:19])[CH2:13]2)[CH2:11][CH2:12][N:8]1[C@H:5]1[CH2:4][CH2:3][C@H:2]([O:1][Si:40]([CH2:45][CH3:46])([CH2:43][CH3:44])[CH2:41][CH3:42])[CH2:7][CH2:6]1. Reported procedure: To a solution of benzyl (5S)-2-(trans-4-hydroxycyclohexyl)-1-oxo-2,7-diazaspiro[4.5]decane-7-carboxylate (2.0 g, 0.0052 mol) in N,N-dimethylformamide (5 mL, 0.06 mol) were added 1H-imidazole (0.986 g, 0.0145 mol) and chlorotriethylsilane (1.13 mL, 0.00673 mol) at rt. After stirring for 2 h ice-water was added and the resulting mixture was stirred at room temperature for 30 minutes and extracted three times with AcOEt. The combined extracts were washed with brine, dried over sodium sulfate, and c... Starting materials: BrCCCCBr, [Li]CCCC, CCCCCC, C1CCOC1, c1ccoc1. Yields the product BrCCCCc1ccco1. As a reaction SMILES: [Br:17][CH2:18][CH2:19][CH2:20][CH2:21][Br:22].[CH2:6]([Li:7])[CH2:8][CH2:9][CH3:10].[CH3:11][CH2:12][CH2:13][CH2:14][CH2:15][CH3:16].[O:23]1[CH2:24][CH2:25][CH2:26][CH2:27]1.[cH:1]1[cH:2][cH:3][o:4][cH:5]1>>[cH:1]1[cH:2][c:3]([CH2:21][CH2:20][CH2:19][CH2:18][Br:17])[o:4][cH:5]1. Starting materials: three-mouth, N1C=CC2=CC(=CC=C12)C(=O)O (indole-5-carboxylic acid), N1C=CC2=CC(=CC=C12)C(=O)O (indole-5-carboxylic acid), ferric chloride, O (water). The solvent is C(C)#N (acetonitrile), C(C)#N (acetonitrile). Conditions: time 10 minute. Product: C1=C2C3=C4C(=C5C(=C3NC2=CC=C1C(=O)O)NC=1C=CC(=CC15)C(=O)O)NC=1C=CC(=CC14)C(=O)O (6,11-dihydro-5H-diindolo[2,3-a:2′,3′-c]carbazole-2,9,14-tricarboxylic acid). Isolated yield 79.9%. Reaction SMILES: [NH:1]1[C:9]2[C:4](=[CH:5][C:6]([C:10]([OH:12])=[O:11])=[CH:7][CH:8]=2)[CH:3]=[CH:2]1.[OH2:13]>C(#N)C>[CH:5]1[C:6]([C:10]([OH:12])=[O:11])=[CH:7][CH:8]=[C:9]2[C:4]=1[C:3]1[C:2]([NH:1]2)=[C:2]2[NH:1][C:9]3[CH:8]=[CH:7][C:6]([C:10]([OH:13])=[O:13])=[CH:5][C:4]=3[C:3]2=[C:2]2[NH:1][C:9]3[CH:8]=[CH:7][C:6]([C:10]([OH:12])=[O:11])=[CH:5][C:4]=3[C:3]=12. Procedure: 10 ml of acetonitrile were placed in a 200 ml three-mouth flask followed by dissolving 1.42 g of indole-5-carboxylic acid. On the other hand, preparation of the oxidizing agent solution was carried out by dissolving 16.2 g of anhydrous ferric chloride and 5.4 g of water in 40 ml of acetonitrile and stirring for 10 minutes. Next, after dropping in the prepared oxidizing agent solution into the aqueous indole-5-carboxylic acid solution over the course of 30 minutes, the solution was stirred for 10... Reactants: CN(C)C=O (DMF), BrC=1C=C(C=CC1OC)C=1OCC(N1)(C)C (2-(3-Bromo-4-methoxyphenyl)-4,4-dimethyl-4,5-dihydrooxazole), C1CCOC1 (THF), C(CCC)[Li] (n-butyllithium). Solvent: CCCCCC (hexane), O (Water). Conditions: temperature -78 celsius, time 2 hour. Product: CC1(N=C(OC1)C=1C=CC(=C(C=O)C1)OC)C (5-(4,4-dimethyl-4,5-dihydrooxazole-2-yl)-2-methoxybenzaldehyde). Isolated yield 41.0%. Reaction SMILES: Br[C:2]1[CH:3]=[C:4]([C:10]2[O:11][CH2:12][C:13]([CH3:16])([CH3:15])[N:14]=2)[CH:5]=[CH:6][C:7]=1[O:8][CH3:9].C1C[O:20][CH2:19]C1.C([Li])CCC.CN(C=O)C>O.CCCCCC>[CH3:15][C:13]1([CH3:16])[CH2:12][O:11][C:10]([C:4]2[CH:5]=[CH:6][C:7]([O:8][CH3:9])=[C:2]([CH:3]=2)[CH:19]=[O:20])=[N:14]1. Reported procedure: 2-(3-Bromo-4-methoxyphenyl)-4,4-dimethyl-4,5-dihydrooxazole (2.1 g, 7.4 mmol) and THF (15 ml) were mixed, and this solution was cooled to -78° C. A hexane solution (1.6M, 4.75 ml) of n-butyllithium (7.6 mmol) was added, and the mixture was stirred for 2 hours. DMF (1.16 ml, 15 mmol) was added and the mixture was stirred for 20 minutes. Water (20 ml) was added to stop the reaction. The aqueous layer was extracted twice with ethyl acetate (20 ml). The organic layers were combined, and washed with ... Reactants: N1=C(C=CC2=CC=CN=C12)O (1,8-Naphthyridin-2-ol), P(=O)(Cl)(Cl)Cl (phosphorus oxychloride). Product: ClC1=NC2=NC=CC=C2C=C1 (2-chloro-1,8-naphthyridine). Reaction SMILES: [N:1]1[C:10]2[C:5](=[CH:6][CH:7]=[CH:8][N:9]=2)[CH:4]=[CH:3][C:2]=1O.P(Cl)(Cl)([Cl:14])=O>>[Cl:14][C:2]1[CH:3]=[CH:4][C:5]2[C:10](=[N:9][CH:8]=[CH:7][CH:6]=2)[N:1]=1. Procedure details: 1,8-Naphthyridin-2-ol (2.80 g, 19.16 mmol) was suspended in phosphorus oxychloride (100 ml, 1092 mmol) and heated at gentle reflux. The chlorination was followed by LC/MS and once the conversion was complete the reaction was evaporated to dryness and the residue partitioned between water (400 mL) and ethyl acetate (2×400 mL). The aqueous was extracted with additional ethyl acetate (2×400 mL). The combined organic layers were dried with magnesium sulfate and evaporated to dryness under reduced pr...